This data is from the Open Reaction Database (ORD), a public repository of structured organic reaction records. The task is: describe an organic reaction: reactants, conditions, products, and yield The reactants are C(C)(=O)N[C@H]1C(O)O[C@@H]([C@H]([C@@H]1O)O)CO (N-acetylglucosamine), C(C)(=O)N[C@@H]1[C@H](CC(C(O)=O)(O)O[C@H]1[C@H](O)[C@H](O)CO)O (N-acetylneuraminic acid), ( a ). Product: C(C)(=O)N[C@@H]1C(O)O[C@@H]([C@H]([C@@H]1O)O)CO (N-acetylmannosamine), ( b ). RXN SMILES: C(N[C@H]1[C@H]([C@@H]([C@@H](CO)O)O)OC(O)(C(=O)O)C[C@@H]1O)(=O)C.[C:22]([NH:25][C@@H:26]1[C@@H:32]([OH:33])[C@H:31]([OH:34])[C@@H:30]([CH2:35][OH:36])[O:29][CH:27]1[OH:28])(=[O:24])[CH3:23]>>[C:22]([NH:25][C@H:26]1[C@@H:32]([OH:33])[C@H:31]([OH:34])[C@@H:30]([CH2:35][OH:36])[O:29][CH:27]1[OH:28])(=[O:24])[CH3:23]. Reported procedure: In accomplishing these and other objects, there is provided a process for preparing N-acetylneuraminic acid, comprising the steps of (a) isomerizing N-acetylglucosamine in a reactor, in the presence of N-acylglucosamine-2-epimerase (E.C. 5.1.3.8), to give N-acetylmannosamine, and (b) reacting the N-acetylmannosamine with pyruvic acid in the presence of N-acetylneuraminic acid pyruvate lyase (E.C. 4.1.3.3) in the same reactor to give N-acetylneuraminic acid, wherein both the epimerase and the lya...